The task is: describe an organic reaction: reactants, conditions, products, and yield. This data is from the Open Reaction Database (ORD), a public repository of structured organic reaction records. Starting materials: ice water, CN1C(CCC2=CC=CC=C12)=O (1-methyl-2-oxo-1,2,3,4-tetrahydroquinolin), [Cl-].[Al+3].[Cl-].[Cl-] (aluminum chloride), C1(C=2C(C(N1CC(=O)Cl)=O)=CC=CC2)=O (2-phthalimidoacetyl chloride). Run in ClCCCl (1,2-dichloroethane), ClCCCl (1,2-dichloroethane). Run at temperature 85 celsius, time 6 hour. The product is CN1C(CCC2=CC(=CC=C12)C(CN1C(C=2C(C1=O)=CC=CC2)=O)=O)=O (1-methyl-2-oxo-6-phthalimidoacetyl-1,2,3,4-tetrahydroquinoline). Isolated yield 48.4%. Reaction SMILES: [CH3:1][N:2]1[C:11]2[C:6](=[CH:7][CH:8]=[CH:9][CH:10]=2)[CH2:5][CH2:4][C:3]1=[O:12].[Cl-].[Al+3].[Cl-].[Cl-].[C:17]1(=[O:31])[N:21]([CH2:22][C:23](Cl)=[O:24])[C:20](=[O:26])[C:19]2=[CH:27][CH:28]=[CH:29][CH:30]=[C:18]12>ClCCCl>[CH3:1][N:2]1[C:11]2[C:6](=[CH:7][C:8]([C:23](=[O:24])[CH2:22][N:21]3[C:20](=[O:26])[C:19]4=[CH:27][CH:28]=[CH:29][CH:30]=[C:18]4[C:17]3=[O:31])=[CH:9][CH:10]=2)[CH2:5][CH2:4][C:3]1=[O:12] |f:1.2.3.4|. Procedure details: To a stirred solution of 1-methyl-2-oxo-1,2,3,4-tetrahydroquinolin (17.7 g) and aluminum chloride (44.5 g) in 1,2-dichloroethane (26 ml) was added dropwise a solution of 2-phthalimidoacetyl chloride (25 g) in 1,2-dichloroethane (45 ml). The reaction mixture was stirred for 6 hours at 85° C. and then 22 hours at 60° C. After cooling, the mixture was poured into ice water and extracted with chloroform. The extract was washed successively with water, an aqueous solution of sodium bicarbonate and wa... The reactants are [BH3-]C#N, C=O, CC#N, O=[N+]([O-])c1ccc(Cl)c(OCC2CCNCC2)c1, [Na+]. Product: CN1CCC(COc2cc([N+](=O)[O-])ccc2Cl)CC1. As a reaction SMILES: [C:21]([BH3-:22])#[N:23].[CH2:19]=[O:20].[CH3:25][C:26]#[N:27].[Cl:1][c:2]1[c:3]([O:4][CH2:5][CH:6]2[CH2:7][CH2:8][NH:9][CH2:10][CH2:11]2)[cH:12][c:13]([N+:16](=[O:17])[O-:18])[cH:14][cH:15]1.[Na+:24]>>[Cl:1][c:2]1[c:3]([O:4][CH2:5][CH:6]2[CH2:7][CH2:8][N:9]([CH3:21])[CH2:10][CH2:11]2)[cH:12][c:13]([N+:16](=[O:17])[O-:18])[cH:14][cH:15]1. Starting materials: CC1(C)OC(c2ccc([N+](=O)[O-])cc2)=CC1=O, ClC(Cl)Cl, O=C1CCC(=O)N1Br. The product is CC1(C)OC(c2ccc([N+](=O)[O-])cc2)=C(Br)C1=O. As a reaction SMILES: [CH3:1][C:2]1([CH3:17])[O:3][C:4]([c:8]2[cH:9][cH:10][c:11]([N+:14](=[O:15])[O-:16])[cH:12][cH:13]2)=[CH:5][C:6]1=[O:7].[Cl:26][CH:27]([Cl:28])[Cl:29].[O:18]=[C:19]1[N:20]([Br:25])[C:21](=[O:22])[CH2:23][CH2:24]1>>[CH3:1][C:2]1([CH3:17])[O:3][C:4]([c:8]2[cH:9][cH:10][c:11]([N+:14](=[O:15])[O-:16])[cH:12][cH:13]2)=[C:5]([Br:25])[C:6]1=[O:7].